Dataset: the Open Reaction Database (ORD), a public repository of structured organic reaction records. Task: describe an organic reaction: reactants, conditions, products, and yield Reactants: ClC=1C=CC(=NC1)COC1=CC(N(N=C1)C1OCCCC1)=O (5-(5-Chloro-pyridin-2-ylmethoxy)-2-(tetrahydro-pyran-2-yl)-2H-pyridazin-3-one), OC1=CC(N(N=C1)C1OCCCC1)=O (5-Hydroxy-2-(tetrahydro-pyran-2-yl)-2H-pyridazin-3-one), FC=1C=CC(=NC1)CO ((5-fluoro-pyridin-2-yl)-methanol). The product is FC=1C=CC(=NC1)COC1=CC(N(N=C1)C1OCCCC1)=O (5-(5-Fluoro-pyridin-2-ylmethoxy)-2-(tetrahydro-pyran-2-yl)-2H-pyridazin-3-one). RXN SMILES: Cl[C:2]1[CH:3]=[CH:4][C:5]([CH2:8][O:9][C:10]2[CH:15]=[N:14][N:13]([CH:16]3[CH2:21][CH2:20][CH2:19][CH2:18][O:17]3)[C:12](=[O:22])[CH:11]=2)=[N:6][CH:7]=1.OC1C=NN(C2CCCCO2)C(=O)C=1.[F:37]C1C=CC(CO)=NC=1>>[F:37][C:2]1[CH:3]=[CH:4][C:5]([CH2:8][O:9][C:10]2[CH:15]=[N:14][N:13]([CH:16]3[CH2:21][CH2:20][CH2:19][CH2:18][O:17]3)[C:12](=[O:22])[CH:11]=2)=[N:6][CH:7]=1. Reported procedure: 5-(5-Fluoro-pyridin-2-ylmethoxy)-2-(tetrahydro-pyran-2-yl)-2H-pyridazin-3-one is prepared following preparation 18a from 2.40 g (12.2 mmol) 5-hydroxy-2-(tetrahydro-pyran-2-yl)-2H-pyridazin-3-one (see preparation 5a) and 1.56 g (12.2 mmol) (5-fluoro-pyridin-2-yl)-methanol